Task: describe an organic reaction: reactants, conditions, products, and yield. Dataset: the Open Reaction Database (ORD), a public repository of structured organic reaction records Starting materials: O (H2O), CC1=NN2C(N=CC3=C2N=C(C(=C3)C3=CC=CC=C3)C3=CC=C(CN2CCC(CC2)C(=O)OCC)C=C3)=C1 (Ethyl 1-[4-(2-methyl-7-phenylpyrazolo[1,5-a]pyrido[3,2-e]pyrimidin-8-yl)benzyl]piperidine-4-carboxylate), [Li+].[OH-] (LiOH). The solvent is C1CCOC1 (THF). Conditions: time 20 hour. Yields the product CC1=NN2C(N=CC3=C2N=C(C(=C3)C3=CC=CC=C3)C3=CC=C(CN2CCC(CC2)C(=O)O)C=C3)=C1 (1-[4-(2-methyl-7-phenylpyrazolo[1,5-a]pyrido[3,2-e]pyrimidin-8-yl)benzyl]piperidine-4-carboxylic acid). RXN SMILES: [CH3:1][C:2]1[CH:38]=[C:5]2[N:6]=[CH:7][C:8]3[CH:13]=[C:12]([C:14]4[CH:19]=[CH:18][CH:17]=[CH:16][CH:15]=4)[C:11]([C:20]4[CH:37]=[CH:36][C:23]([CH2:24][N:25]5[CH2:30][CH2:29][CH:28]([C:31]([O:33]CC)=[O:32])[CH2:27][CH2:26]5)=[CH:22][CH:21]=4)=[N:10][C:9]=3[N:4]2[N:3]=1.O.[Li+].[OH-]>C1COCC1>[CH3:1][C:2]1[CH:38]=[C:5]2[N:6]=[CH:7][C:8]3[CH:13]=[C:12]([C:14]4[CH:15]=[CH:16][CH:17]=[CH:18][CH:19]=4)[C:11]([C:20]4[CH:37]=[CH:36][C:23]([CH2:24][N:25]5[CH2:30][CH2:29][CH:28]([C:31]([OH:33])=[O:32])[CH2:27][CH2:26]5)=[CH:22][CH:21]=4)=[N:10][C:9]=3[N:4]2[N:3]=1 |f:2.3|. Procedure: Compound (13-1) (1.78 g, 3.52 mmol, 1.0 eq) was dissolved in THF (35 mL) and then added H2O (35 mL) and LiOH (178 mg, 10% w/w). The reaction was stirred at room temperature for 20 hours. After that time, the THF was removed in vacuo, and the remaining solvent was diluted with additional water and the pH adjusted to 7 with dilute HCl (5% aq). The mixture was extracted with CHCl3/MeOH (4:1, ×5). The combined organic phases were dried with brine and Na2SO4, and then concentrated onto Celite in vacu... Starting materials: O=C([O-])O, CC[N+](CC)(CC)Cc1ccccc1, CCOC(C)=O, [Cl-], Oc1nc(-c2ccc(Cl)cc2Cl)c(Cl)c2ncc(Cl)n12, [Na+], O=P(Cl)(Cl)Cl. Product: Clc1ccc(-c2nc(Cl)n3c(Cl)cnc3c2Cl)c(Cl)c1. As a reaction SMILES: [C:26](=[O:27])([OH:28])[O-:29].[CH2:32]([N+:33]([CH2:34][CH3:35])([CH2:36][CH3:37])[CH2:38][CH3:39])[c:40]1[cH:41][cH:42][cH:43][cH:44][cH:45]1.[CH3:46][CH2:47][O:48][C:49](=[O:50])[CH3:51].[Cl-:31].[Cl:1][c:2]1[cH:3][n:4][c:5]2[n:6]1[c:7]([OH:20])[n:8][c:9](-[c:12]1[c:13]([Cl:19])[cH:14][c:15]([Cl:18])[cH:16][cH:17]1)[c:10]2[Cl:11].[Na+:30].[P:21]([Cl:22])([Cl:23])([Cl:24])=[O:25]>>[Cl:1][c:2]1[cH:3][n:4][c:5]2[n:6]1[c:7]([Cl:23])[n:8][c:9](-[c:12]1[c:13]([Cl:19])[cH:14][c:15]([Cl:18])[cH:16][cH:17]1)[c:10]2[Cl:11]. Starting materials: BrC1=NN(C(=N1)Br)C(C1=CC=CC=C1)(C1=CC=CC=C1)C1=CC=CC=C1 (3,5-dibromo-1-trityl-1H-1,2,4-triazole), [Li]CCCC (BuLi), C(C)OC=1C=C(C(=C(\C=N\C2=CC=C(C#N)C=C2)C1)F)OC(C)C ((E)-4-(5-ethoxy-2-fluoro-3-isopropoxybenzylideneamino)benzonitrile). Run in C1CCOC1 (THF), C1CCOC1 (THF). Conditions: temperature -78 celsius, time 15 minute. Yields the product BrC=1N=C(N(N1)C(C1=CC=CC=C1)(C1=CC=CC=C1)C1=CC=CC=C1)N(C1=CC=C(C#N)C=C1)CC1=C(C(=CC(=C1)OCC)OC(C)C)F (4-((5-bromo-2-trityl-2H-1,2,4-triazol-3-yl)(5-ethoxy-2-fluoro-3-isopropoxyphenyl)methylamino)benzonitrile). Isolated yield 29.2%. As a reaction SMILES: [Br:1][C:2]1[N:6]=[C:5](Br)[N:4]([C:8]([C:21]2[CH:26]=[CH:25][CH:24]=[CH:23][CH:22]=2)([C:15]2[CH:20]=[CH:19][CH:18]=[CH:17][CH:16]=2)[C:9]2[CH:14]=[CH:13][CH:12]=[CH:11][CH:10]=2)[N:3]=1.[Li]CCCC.[CH2:32]([O:34][C:35]1[CH:36]=[C:37]([O:52][CH:53]([CH3:55])[CH3:54])[C:38]([F:51])=[C:39]([CH:50]=1)/[CH:40]=[N:41]/[C:42]1[CH:49]=[CH:48][C:45]([C:46]#[N:47])=[CH:44][CH:43]=1)[CH3:33]>C1COCC1>[Br:1][C:2]1[N:6]=[C:5]([N:41]([CH2:40][C:39]2[CH:50]=[C:35]([O:34][CH2:32][CH3:33])[CH:36]=[C:37]([O:52][CH:53]([CH3:55])[CH3:54])[C:38]=2[F:51])[C:42]2[CH:49]=[CH:48][C:45]([C:46]#[N:47])=[CH:44][CH:43]=2)[N:4]([C:8]([C:21]2[CH:22]=[CH:23][CH:24]=[CH:25][CH:26]=2)([C:15]2[CH:16]=[CH:17][CH:18]=[CH:19][CH:20]=2)[C:9]2[CH:10]=[CH:11][CH:12]=[CH:13][CH:14]=2)[N:3]=1. Reported procedure: To a solution of Intermediate 359.1 (748 mg, 1.6 mmol) in THF (10 mL) was added BuLi (1.6 M in THF, 1.02 mL, 1.6 mmol). The mixture was stirred at −78° C. for 15 min, then a solution of Intermediate 7.3 (500 mg, 1.53 mmol) in THF (5 mL) was added dropwise. The mixture was stirred at −78° C. for 30 min, before warming to 23° C., and quenching with aqueous NH4Cl. The mixture was diluted with EtOAc, washed with H2O and brine, dried (Na2SO4) and concentrated. The crude product was purified by flash ... Reactants: [Li]CCCC, CC(=O)Cl, CCCCCC, CCO, CS(=O)(=O)Cc1cc(F)cc(F)c1, O=C1CN(C(c2ccccc2)c2ccccc2)C1, ClCCl, C1CCOC1, O. Yields the product CC(=O)OC1(C(c2cc(F)cc(F)c2)S(C)(=O)=O)CN(C(c2ccccc2)c2ccccc2)C1. Reaction SMILES: [CH2:1]([Li:2])[CH2:3][CH2:4][CH3:5].[CH3:37][C:38]([Cl:39])=[O:40].[CH3:41][CH2:42][CH2:43][CH2:44][CH2:45][CH3:46].[CH3:55][CH2:56][OH:57].[CH3:6][S:7](=[O:8])(=[O:9])[CH2:10][c:11]1[cH:12][c:13]([F:18])[cH:14][c:15]([F:17])[cH:16]1.[CH:19]([c:20]1[cH:21][cH:22][cH:23][cH:24][cH:25]1)([c:26]1[cH:27][cH:28][cH:29][cH:30][cH:31]1)[N:32]1[CH2:33][C:34](=[O:36])[CH2:35]1.[Cl:52][CH2:53][Cl:54].[O:47]1[CH2:48][CH2:49][CH2:50][CH2:51]1.[OH2:58]>>[CH3:6][S:7](=[O:8])(=[O:9])[CH:10]([c:11]1[cH:12][c:13]([F:18])[cH:14][c:15]([F:17])[cH:16]1)[C:34]1([O:36][C:38]([CH3:37])=[O:40])[CH2:33][N:32]([CH:19]([c:20]2[cH:21][cH:22][cH:23][cH:24][cH:25]2)[c:26]2[cH:27][cH:28][cH:29][cH:30][cH:31]2)[CH2:35]1.